From a dataset of the Open Reaction Database (ORD), a public repository of structured organic reaction records. describe an organic reaction: reactants, conditions, products, and yield Reactants: N#CCCCCCCCCCCC(=O)O, COc1ccccc1OC, O=C(CCl)OC(=O)CCl, CC(Cl)Cl. Yields the product COc1ccc(C(=O)CCCCCCCCCCC#N)cc1OC. As a reaction SMILES: [C:1](#[N:2])[CH2:3][CH2:4][CH2:5][CH2:6][CH2:7][CH2:8][CH2:9][CH2:10][CH2:11][CH2:12][C:13](=[O:14])[OH:15].[CH3:25][O:26][c:27]1[cH:28][cH:29][cH:30][cH:31][c:32]1[O:33][CH3:34].[Cl:16][CH2:17][C:18]([O:19][C:20](=[O:21])[CH2:22][Cl:23])=[O:24].[Cl:35][CH:36]([Cl:37])[CH3:38]>>[C:1](#[N:2])[CH2:3][CH2:4][CH2:5][CH2:6][CH2:7][CH2:8][CH2:9][CH2:10][CH2:11][CH2:12][C:13](=[O:15])[c:30]1[cH:29][cH:28][c:27]([O:26][CH3:25])[c:32]([O:33][CH3:34])[cH:31]1. Reactants: FC(C)(F)C=1N=C(SC1)CN1N=C(C=C1)N (1-[4-(1,1-difluoro-ethyl)-thiazol-2-ylmethyl]-1H-pyrazol-3-ylamine), C1(=CC=CC=C1)C1=C(N=CO1)C(=O)O (5-phenyl-oxazole-4-carboxylic acid). Yields the product FC(C)(F)C=1N=C(SC1)CN1N=C(C=C1)NC(=O)C=1N=COC1C1=CC=CC=C1 (5-Phenyl-oxazole-4-carboxylic acid {1-[4-(1,1-difluoro-ethyl)-thiazol-2-ylmethyl]-1H-pyrazol-3-yl}-amide). Reaction SMILES: [F:1][C:2]([C:5]1[N:6]=[C:7]([CH2:10][N:11]2[CH:15]=[CH:14][C:13]([NH2:16])=[N:12]2)[S:8][CH:9]=1)([F:4])[CH3:3].[C:17]1([C:23]2[O:27][CH:26]=[N:25][C:24]=2[C:28](O)=[O:29])[CH:22]=[CH:21][CH:20]=[CH:19][CH:18]=1>>[F:1][C:2]([C:5]1[N:6]=[C:7]([CH2:10][N:11]2[CH:15]=[CH:14][C:13]([NH:16][C:28]([C:24]3[N:25]=[CH:26][O:27][C:23]=3[C:17]3[CH:18]=[CH:19][CH:20]=[CH:21][CH:22]=3)=[O:29])=[N:12]2)[S:8][CH:9]=1)([F:4])[CH3:3]. Reported procedure: Following general procedure B, 1-[4-(1,1-difluoro-ethyl)-thiazol-2-ylmethyl]-1H-pyrazol-3-ylamine and 5-phenyl-oxazole-4-carboxylic acid. LC-MS-conditions 02: tR=1.04 min; [M+H]+=415.86. The reactants are C[O-].[Na+] (sodium methoxide), CCOCC (ether), CC(=O)C1CC1 (cyclopropyl methyl ketone), CCOCC (ether), ClC(C(=O)OCC)(F)F (ethyl chlorodifluoroacetate), CCOCC (ether). Conditions: temperature 0 celsius. The product is ClC(C(CC(=O)C1CCCCC1)=O)(F)F (1-Chloro-4-cyclohexyl-1,1-difluoro-2,4-butanedione). RXN SMILES: [CH3:1][O-].[Na+].[Cl:4][C:5]([F:12])([F:11])[C:6]([O:8]CC)=O.[CH3:13][C:14]([CH:16]1[CH2:18][CH2:17]1)=[O:15].CCO[CH2:22][CH3:23]>>[Cl:4][C:5]([F:11])([F:12])[C:6](=[O:8])[CH2:13][C:14]([CH:16]1[CH2:18][CH2:17][CH2:23][CH2:22][CH2:1]1)=[O:15] |f:0.1|. Reported procedure: 74.8 g of sodium methoxide was added to 1 l of ether, and a solution of 200 g of ethyl chlorodifluoroacetate in 300 ml of ether was added dropwise thereto under stirring at 0° C. Then, a solution of 106 g of cyclopropyl methyl ketone in 300 ml of ether was gradually added to the reaction solution, and after the addition, the mixture was stirred at room temperature for 8 hours. The solvent was distilled off under reduced pressure, 300 ml of 6N hydrochloric acid was added to the residue, and extra... Starting materials: CN(C=O)C (dimethylformamide), OCC=1OC2=C(C1)C=CC=C2 (2-Hydroxymethylbenzofuran), S(=O)(Cl)Cl (thionyl chloride). Solvent: C(C)OCC (ethyl ether). Reaction conditions: time 1 hour. The product is ClCC=1OC2=C(C1)C=CC=C2 (2-Chloromethylbenzofuran). RXN SMILES: O[CH2:2][C:3]1[O:4][C:5]2[CH:11]=[CH:10][CH:9]=[CH:8][C:6]=2[CH:7]=1.CN(C)C=O.S(Cl)([Cl:19])=O>C(OCC)C>[Cl:19][CH2:2][C:3]1[O:4][C:5]2[CH:11]=[CH:10][CH:9]=[CH:8][C:6]=2[CH:7]=1. Procedure details: Compound 4 (155.25 g) was dissolved in anhydrous ethyl ether (250 ml) containing dimethylformamide (1 ml). The reaction flask was placed into an ice bath, and when the solution temperature was between 0° C. and 4° C., thionyl chloride (124.3 g, 76.2 ml) was added dropwise, while stirring, over the period of 1 hour. The mixture was then stirred for another hour, washed with water (250 ml), 3% sodium bicarbonate solution (250 ml), and with water again (250 ml). The material was dried over magnesiu... The reactants are COC(=O)C1C(N(C(O1)C1=C(C=C(C=C1)OC)OC)SC1=C(C=CC=C1)[N+](=O)[O-])C1=CC=CC=C1 (2-(2,4-dimethoxyphenyl)-3-(2-nitrobenzenesulfenyl)-4-phenyl-5-oxazolidinecarboxylic acid methyl ester), [OH-].[Na+] (sodium hydroxide). Solvent: CO (methanol). The product is COC1=C(C=CC(=C1)OC)C1OC(C(N1SC1=C(C=CC=C1)[N+](=O)[O-])C1=CC=CC=C1)C(=O)[O-].[Na+] (Sodium 2-(2,4-dimethoxyphenyl)-3-(2-nitrobenzene-sulfenyl)-4-phenyl-5-oxazolidinecarboxylate). As a reaction SMILES: C[O:2][C:3]([CH:5]1[O:9][CH:8]([C:10]2[CH:15]=[CH:14][C:13]([O:16][CH3:17])=[CH:12][C:11]=2[O:18][CH3:19])[N:7]([S:20][C:21]2[CH:26]=[CH:25][CH:24]=[CH:23][C:22]=2[N+:27]([O-:29])=[O:28])[CH:6]1[C:30]1[CH:35]=[CH:34][CH:33]=[CH:32][CH:31]=1)=[O:4].[OH-].[Na+:37]>CO>[CH3:19][O:18][C:11]1[CH:12]=[C:13]([O:16][CH3:17])[CH:14]=[CH:15][C:10]=1[CH:8]1[N:7]([S:20][C:21]2[CH:26]=[CH:25][CH:24]=[CH:23][C:22]=2[N+:27]([O-:29])=[O:28])[CH:6]([C:30]2[CH:35]=[CH:34][CH:33]=[CH:32][CH:31]=2)[CH:5]([C:3]([O-:4])=[O:2])[O:9]1.[Na+:37] |f:1.2,4.5|. Procedure details: A solution of 5 g of 2-(2,4-dimethoxyphenyl)-3-(2-nitrobenzenesulfenyl)-4-phenyl-5-oxazolidinecarboxylic acid methyl ester in 150 ml of methanol are added with 22 ml of 2% sodium hydroxide. The mixture is refluxed for 1 hour. The solvent is distilled off and the residue is dried at 40° C. under vacuum overnight. The reactants are COC1=NC(=C(C=C1CCN)CC)C (2-methoxy-3-(2-aminoethyl)-5-ethyl-6-methylpyridine), C(=O)(OCC)N1C(C=2C(C1=O)=CC=CC2)=O (N-(carbethoxy) phthalimide). The solvent is C(C)O (ethanol). Run at time 3 hour. Product: COC1=NC(=C(C=C1CCN1C(C=2C(C1=O)=CC=CC2)=O)CC)C (2-methoxy-3-(2-phthalimidoethyl)-5-ethyl-6-methylpyridine). Isolated yield 36.4%. RXN SMILES: [CH3:1][O:2][C:3]1[C:8]([CH2:9][CH2:10][NH2:11])=[CH:7][C:6]([CH2:12][CH3:13])=[C:5]([CH3:14])[N:4]=1.C(N1[C:24](=[O:25])[C:23]2=[CH:26][CH:27]=[CH:28][CH:29]=[C:22]2[C:21]1=[O:30])(OCC)=O>C(O)C>[CH3:1][O:2][C:3]1[C:8]([CH2:9][CH2:10][N:11]2[C:24](=[O:25])[C:23]3=[CH:26][CH:27]=[CH:28][CH:29]=[C:22]3[C:21]2=[O:30])=[CH:7][C:6]([CH2:12][CH3:13])=[C:5]([CH3:14])[N:4]=1. Procedure details: To a solution of crude 2-methoxy-3-(2-aminoethyl)-5-ethyl-6-methylpyridine (332 mg) in ethanol (7 mL) was added N-(carbethoxy) phthalimide (406 mg, 1.85 mmol). After stirring at ambient temperature for three hours the solvent was evaporated and the residue was chromatographed on silica gel by gradient elution with 20-100% ethyl acetate/hexane. The appropriate fractions were combined, the solvent evaporated and the residue triturated with hexane as the product slowly crystallized out to yield 202... The product is C1(CCCCC1)N(C(COC1=C(C=CC(=C1)[N+](=O)[O-])OC)=O)C1CCCCC1 (N,N-dicyclohexyl-2-methoxy-5-nitro-phenoxyacetamide). Solvent: ClCCl (dichloromethane), ClCCl (dichloromethane). Reactants: COC1=C(OCC(=O)Cl)C=C(C=C1)[N+](=O)[O-] (2-methoxy-5-nitro-phenoxyacetyl chloride), COC1=C(OCC(=O)O)C=C(C=C1)[N+](=O)[O-] (2-methoxy-5-nitro-phenoxyacetic acid), S(=O)(Cl)Cl (thionyl chloride), C1(CCCCC1)NC1CCCCC1 (dicyclohexylamine), C(C)(C)N(CC)C(C)C (diisopropylethylamine). As a reaction SMILES: [CH3:1][O:2][C:3]1[CH:13]=[CH:12][C:11]([N+:14]([O-:16])=[O:15])=[CH:10][C:4]=1[O:5][CH2:6][C:7](Cl)=[O:8].COC1C=CC([N+]([O-])=O)=CC=1OCC(O)=O.S(Cl)(Cl)=O.[CH:37]1([NH:43][CH:44]2[CH2:49][CH2:48][CH2:47][CH2:46][CH2:45]2)[CH2:42][CH2:41][CH2:40][CH2:39][CH2:38]1.C(N(C(C)C)CC)(C)C>ClCCl>[CH:44]1([N:43]([CH:37]2[CH2:38][CH2:39][CH2:40][CH2:41][CH2:42]2)[C:7](=[O:8])[CH2:6][O:5][C:4]2[CH:10]=[C:11]([N+:14]([O-:16])=[O:15])[CH:12]=[CH:13][C:3]=2[O:2][CH3:1])[CH2:45][CH2:46][CH2:47][CH2:48][CH2:49]1. Isolated yield 45.5%. Procedure details: A solution of 2-methoxy-5-nitro-phenoxyacetyl chloride (0.22 g, 0.9 mmol), prepared from 2-methoxy-5-nitro-phenoxyacetic acid (Brown et al., J. Chem. Soc. 1955, 3681) and thionyl chloride, in dichloromethane (10 mL) was added to a mixture of dicyclohexylamine (0.16 g, 0.9 mmol) and diisopropylethylamine (0.23 g, 1.76 mmol) in dichloromethane (20 mL), maintained at RT for 16 h, washed with water (2×20 mL), dried (Na2SO4), and concentrated in vacuo. The residue was recrystallized from methanol to ... Starting materials: [OH-].[Na+] (NaOH), COC=1C=CC2=C(NC(=N2)[S@@](=O)CC2=NC=C(C(=C2C)OC)C)C1 ((5)6-methoxy-2[[(4methoxy-3,5-dimethyl-2-pyridinyl)-methyl]sulfinyl]1H-benzimidazole), ClC=1C=C(C(=O)O)C=CC1 (m-chlorobenzoic acid), KHCO3. Solvent: C(Cl)Cl (CH2Cl2). Conditions: temperature 0 celsius. The product is COC=1C=CC2=C(NC(=N2)[S@@](=O)CC2=NC(=CC(=C2C)OC)C)C1 ((5)6-Methoxy-2-[[(4-methoxy-3,6-dimethyl-2-pyridinyl)-methyl]sulfinyl]-1H-benzimidazole). As a reaction SMILES: [CH3:1][O:2][C:3]1[CH:4]=[CH:5][C:6]2[N:10]=[C:9]([S@:11]([CH2:13][C:14]3[C:19]([CH3:20])=[C:18]([O:21][CH3:22])[C:17](C)=[CH:16][N:15]=3)=[O:12])[NH:8][C:7]=2[CH:24]=1.Cl[C:26]1C=C(C=CC=1)C(O)=O.[OH-].[Na+]>C(Cl)Cl>[CH3:1][O:2][C:3]1[CH:4]=[CH:5][C:6]2[N:10]=[C:9]([S@:11]([CH2:13][C:14]3[C:19]([CH3:20])=[C:18]([O:21][CH3:22])[CH:17]=[C:16]([CH3:26])[N:15]=3)=[O:12])[NH:8][C:7]=2[CH:24]=1 |f:2.3|. Reported procedure: (5)6-methoxy-2[[(4methoxy-3,5-dimethyl-2-pyridinyl)-methyl]sulfinyl]1H-benzimidazole (16.2 g; 0.0492 mol)) is reacted with m-chlorobenzoic acid (13.6 g; 0.0537 mol) with CH2Cl2 acting as a solvent at a pH of 8.6. The pH is maintained by the presence of KHCO3 (5.6 g; 0.056 mol) acting as a buffer. The temperature is maintained at about 0° C. during the addition. Diluted NaOH is added to a pH above 12 and the CH2Cl2 phase is separated off. Dimethylformamide (4.7 g) is charged to the water phase an... The reactants are Cl.NO (Hydroxylamine hydrochloride), ClC=1C=C(C=NC1)C1=NC(=CC2=C1N(C(=N2)N2[C@@H](CCC2)C(F)(F)F)C[C@@H]2CC[C@H](CC2)C)C#N (4-(5-chloropyridin-3-yl)-3-[(trans-4-methylcyclohexyl)methyl]-2-[(2S)-2-(trifluoromethyl)pyrrolidin-1-yl]-3H-imidazo[4,5-c]pyridine-6-carbonitrile), C([O-])(O)=O.[Na+] (sodium bicarbonate), O (water). The solvent is C(C)O (ethanol). Run at temperature 100 celsius, time 15 minute. The product is ClC=1C=C(C=NC1)C1=NC(=CC2=C1N(C(=N2)N2[C@@H](CCC2)C(F)(F)F)C[C@@H]2CC[C@H](CC2)C)C(N)=NO (4-(5-chloropyridin-3-yl)-N′-hydroxy-3-[(trans-4-methylcyclohexyl)methyl]-2-[(2S)-2-(trifluoromethyl)pyrrolidin-1-yl]-3H-imidazo[4,5-c]pyridine-6-carboximidamide). As a reaction SMILES: Cl.[NH2:2][OH:3].C(=O)(O)[O-].[Na+].O.[Cl:10][C:11]1[CH:12]=[C:13]([C:17]2[C:22]3[N:23]([CH2:35][C@H:36]4[CH2:41][CH2:40][C@H:39]([CH3:42])[CH2:38][CH2:37]4)[C:24]([N:26]4[CH2:30][CH2:29][CH2:28][C@H:27]4[C:31]([F:34])([F:33])[F:32])=[N:25][C:21]=3[CH:20]=[C:19]([C:43]#[N:44])[N:18]=2)[CH:14]=[N:15][CH:16]=1>C(O)C>[Cl:10][C:11]1[CH:12]=[C:13]([C:17]2[C:22]3[N:23]([CH2:35][C@H:36]4[CH2:37][CH2:38][C@H:39]([CH3:42])[CH2:40][CH2:41]4)[C:24]([N:26]4[CH2:30][CH2:29][CH2:28][C@H:27]4[C:31]([F:33])([F:32])[F:34])=[N:25][C:21]=3[CH:20]=[C:19]([C:43](=[N:2][OH:3])[NH2:44])[N:18]=2)[CH:14]=[N:15][CH:16]=1 |f:0.1,2.3|. Procedure: Hydroxylamine hydrochloride (44.5 mg, 0.64 mmol), sodium bicarbonate (81 mg, 0.96 mmol), and water (0.64 mL) were combined in a vial and stirred for 15 minutes. This solution was added to a vial containing 4-(5-chloropyridin-3-yl)-3-[(trans-4-methylcyclohexyl)methyl]-2-[(2S)-2-(trifluoromethyl)pyrrolidin-1-yl]-3H-imidazo[4,5-c]pyridine-6-carbonitrile (161 mg, 0.32 mmol) dissolved in ethanol (1.5 mL). The mixture was sealed and heated at 100° C. for 1 hour. The reaction was cooled to room tempera...